Dataset: the Open Reaction Database (ORD), a public repository of structured organic reaction records. Task: describe an organic reaction: reactants, conditions, products, and yield Reaction SMILES: [C:25](=[O:26])([O-:27])[O-:28].[CH3:31][S:32]([CH3:33])=[O:34].[F:1][c:2]1[cH:3][cH:4][c:5]([C:12]#[N:13])[c:6]2[cH:7][cH:8][cH:9][cH:10][c:11]12.[K+:29].[K+:30].[NH:14]1[CH2:15][CH:16]([C:17](=[O:18])[O:19][CH2:20][CH3:21])[CH2:22][CH2:23][CH2:24]1.[OH2:35]>>[c:2]1([N:14]2[CH2:15][CH:16]([C:17](=[O:18])[O:19][CH2:20][CH3:21])[CH2:22][CH2:23][CH2:24]2)[cH:3][cH:4][c:5]([C:12]#[N:13])[c:6]2[cH:7][cH:8][cH:9][cH:10][c:11]12. The reactants are O=C([O-])[O-], CS(C)=O, N#Cc1ccc(F)c2ccccc12, [K+], [K+], CCOC(=O)C1CCCNC1, O. The product is CCOC(=O)C1CCCN(c2ccc(C#N)c3ccccc23)C1.